Dataset: the Open Reaction Database (ORD), a public repository of structured organic reaction records. Task: describe an organic reaction: reactants, conditions, products, and yield Reactants: N(=[N+]=[N-])[C@H]1[C@H](C[C@@H](CC1)C(=O)OCC)NC(=O)OC(C)(C)C (Ethyl (1R*,3S*,4R*)-4-azido-3-(tert-butoxycarbonylamino)cyclohexane-1-carboxylate), [H][H] (hydrogen). The reagents and catalysts are [Pd] (palladium on carbon). Run in C(C)O (ethanol), C(C)(=O)OCC (ethyl acetate). The product is C(C)(C)(C)OC(=O)N[C@@H]1[C@@H](CC[C@H](C1)C(=O)OCC)N ((1R*,2S*,4R*)-N2-tert-Butoxycarbonyl-4-ethoxycarbonyl-1,2-cyclohexanediamine). The yield is 94.9%. As a reaction SMILES: [N:1]([C@@H:4]1[CH2:9][CH2:8][C@@H:7]([C:10]([O:12][CH2:13][CH3:14])=[O:11])[CH2:6][C@@H:5]1[NH:15][C:16]([O:18][C:19]([CH3:22])([CH3:21])[CH3:20])=[O:17])=[N+]=[N-].[H][H]>C(O)C.C(OCC)(=O)C.[Pd]>[C:19]([O:18][C:16]([NH:15][C@H:5]1[CH2:6][C@H:7]([C:10]([O:12][CH2:13][CH3:14])=[O:11])[CH2:8][CH2:9][C@H:4]1[NH2:1])=[O:17])([CH3:22])([CH3:21])[CH3:20]. Procedure: Ethyl (1R*,3S*,4R*)-4-azido-3-(tert-butoxycarbonylamino)cyclohexane-1-carboxylate (5.4 g) was dissolved in a mixed solvent of ethanol (10 ml) and ethyl acetate (10 ml), and a catalytic amount of 10% palladium on carbon was added to stir the mixture at room temperature for 20 hours in a hydrogen atmosphere. After insoluble matter was removed by filtration, the solvent was distilled off under reduced pressure to obtain the title compound (4.7 g) as a pale yellow oil. Reactants: C1CCOC1, CCN(Cc1cc(C(F)(F)F)ccc1-c1cc(CC(=O)OC)ccc1OC)C(=O)COC, Cl, [Li+], [OH-]. Yields the product CCN(Cc1cc(C(F)(F)F)ccc1-c1cc(CC(=O)O)ccc1OC)C(=O)COC. Reaction SMILES: [CH2:36]1[O:37][CH2:38][CH2:39][CH2:40]1.[CH3:1][O:2][C:3]([CH2:4][c:5]1[cH:6][c:7](-[c:13]2[c:14]([CH2:23][N:24]([C:25]([CH2:26][O:27][CH3:28])=[O:29])[CH2:30][CH3:31])[cH:15][c:16]([C:19]([F:20])([F:21])[F:22])[cH:17][cH:18]2)[c:8]([O:11][CH3:12])[cH:9][cH:10]1)=[O:32].[ClH:35].[Li+:34].[OH-:33]>>[O:2]=[C:3]([CH2:4][c:5]1[cH:6][c:7](-[c:13]2[c:14]([CH2:23][N:24]([C:25]([CH2:26][O:27][CH3:28])=[O:29])[CH2:30][CH3:31])[cH:15][c:16]([C:19]([F:20])([F:21])[F:22])[cH:17][cH:18]2)[c:8]([O:11][CH3:12])[cH:9][cH:10]1)[OH:32]. Procedure details: A solution of rhodium-complex (3.4 mg, 4 μmol) obtained in Example 28 in dichloromethane degassed with argon was transferred with a syringe to the reaction vessel. Dichloromethane was evaporated in vacuo, then dry toluene (1 ml) degassed with argon, styrene (41.7 mg, 0.4 mmol) and freshly distilled catecholborane (56 μl, 0.45 mmol) were added. The reaction mixture was stirred at room temperature for 2 hrs, cooled with ice-bath, and quenched with EtOH (1 ml). 2M aqueous sodium hydroxide solution ... Yields the product C1(=CC=CC=C1)[C@H](C)O ((S)-1—Phenylethanol). The solvent is ClCCl (dichloromethane). Isolated yield 73.1%. The reagents and catalysts are [Rh] (rhodium). Reactants: C1(=CC=CC=C1)C (toluene), C=CC1=CC=CC=C1 (styrene), [B]1OC2=CC=CC=C2O1 (catecholborane). Conditions: time 2 hour. RXN SMILES: C1(C)C=CC=CC=1.[CH2:8]=[CH:9][C:10]1[CH:15]=[CH:14][CH:13]=[CH:12][CH:11]=1.[B]1OC2C(=CC=CC=2)[O:17]1>ClCCl.[Rh]>[C:10]1([C@@H:9]([OH:17])[CH3:8])[CH:15]=[CH:14][CH:13]=[CH:12][CH:11]=1 |^1:15|. The reactants are O=C([O-])[O-], CC(=O)c1cc(O)cc(OS(=O)(=O)C(F)(F)F)c1, CCOC(=O)CCCOc1cccc(CCCCCCBr)c1CCC(=O)OCC, CC(C)=O, [K+], [K+], CN(C)C=O. The product is CCOC(=O)CCCOc1cccc(CCCCCCOc2cc(OS(=O)(=O)C(F)(F)F)cc(C(C)=O)c2)c1CCC(=O)OCC. As a reaction SMILES: [C:19](=[O:20])([O-:21])[O-:22].[C:1]([CH3:2])(=[O:3])[c:4]1[cH:5][c:6]([O:11][S:12](=[O:13])(=[O:14])[C:15]([F:16])([F:17])[F:18])[cH:7][c:8]([OH:10])[cH:9]1.[CH2:25]([CH3:26])[O:27][C:28]([CH2:29][CH2:30][CH2:31][O:32][c:33]1[c:34]([CH2:46][CH2:47][C:48](=[O:49])[O:50][CH2:51][CH3:52])[c:35]([CH2:39][CH2:40][CH2:41][CH2:42][CH2:43][CH2:44][Br:45])[cH:36][cH:37][cH:38]1)=[O:53].[CH3:54][C:55](=[O:56])[CH3:57].[K+:23].[K+:24].[O:58]=[CH:59][N:60]([CH3:61])[CH3:62]>>[C:1]([CH3:2])(=[O:3])[c:4]1[cH:5][c:6]([O:11][S:12](=[O:13])(=[O:14])[C:15]([F:16])([F:17])[F:18])[cH:7][c:8]([O:10][CH2:44][CH2:43][CH2:42][CH2:41][CH2:40][CH2:39][c:35]2[c:34]([CH2:46][CH2:47][C:48](=[O:49])[O:50][CH2:51][CH3:52])[c:33]([O:32][CH2:31][CH2:30][CH2:29][C:28]([O:27][CH2:25][CH3:26])=[O:53])[cH:38][cH:37][cH:36]2)[cH:9]1. The reactants are FB(F)F, Cc1c(C(O)c2cccc(Br)c2)sc2ccccc12, CC[SiH](CC)CC, CCOCC, ClCCl, [Na+], [Na+], O=C([O-])[O-]. Yields the product Cc1c(Cc2cccc(Br)c2)sc2ccccc12. Reaction SMILES: [B:6]([F:7])([F:8])[F:9].[Br:17][c:18]1[cH:19][c:20]([CH:24]([OH:25])[c:26]2[s:27][c:28]3[c:29]([c:30]2[CH3:31])[cH:32][cH:33][cH:34][cH:35]3)[cH:21][cH:22][cH:23]1.[CH2:10]([SiH:11]([CH2:12][CH3:13])[CH2:14][CH3:15])[CH3:16].[CH2:1]([O:2][CH2:3][CH3:4])[CH3:5].[Cl:42][CH2:43][Cl:44].[Na+:36].[Na+:37].[O-:38][C:39](=[O:40])[O-:41]>>[Br:17][c:18]1[cH:19][c:20]([CH2:24][c:26]2[s:27][c:28]3[c:29]([c:30]2[CH3:31])[cH:32][cH:33][cH:34][cH:35]3)[cH:21][cH:22][cH:23]1. The reactants are CC(C)C1=C(C(=CC=C1)C(C)C)NC(CP(O)(=O)C1=CC=CC=C1)=O ((±)-[2-[[2,6-bis(1-methylethyl)phenyl]amino]-2-oxoethyl]phenyl phosphinic acid), C(CCCCCCCCCCC)O (1-dodecanol). Yields the product CC(C)C1=C(C(=CC=C1)C(C)C)NC(CP(OCCCCCCCCCCCC)(=O)C1=CC=CC=C1)=O ((±)-[2-[[2,6-Bis(1-methylethyl)phenyl]amino]-2-oxoethyl]phenylphosphinic Acid, Dodecyl Ester). As a reaction SMILES: [CH3:1][CH:2]([C:4]1[CH:9]=[CH:8][CH:7]=[C:6]([CH:10]([CH3:12])[CH3:11])[C:5]=1[NH:13][C:14](=[O:25])[CH2:15][P:16]([C:19]1[CH:24]=[CH:23][CH:22]=[CH:21][CH:20]=1)(=[O:18])[OH:17])[CH3:3].[CH2:26](O)[CH2:27][CH2:28][CH2:29][CH2:30][CH2:31][CH2:32][CH2:33][CH2:34][CH2:35][CH2:36][CH3:37]>>[CH3:12][CH:10]([C:6]1[CH:7]=[CH:8][CH:9]=[C:4]([CH:2]([CH3:1])[CH3:3])[C:5]=1[NH:13][C:14](=[O:25])[CH2:15][P:16]([C:19]1[CH:24]=[CH:23][CH:22]=[CH:21][CH:20]=1)(=[O:17])[O:18][CH2:37][CH2:36][CH2:35][CH2:34][CH2:33][CH2:32][CH2:31][CH2:30][CH2:29][CH2:28][CH2:27][CH3:26])[CH3:11]. Reported procedure: In a process analogous to Example 7, using (±)-[2-[[2,6-bis(1-methylethyl)phenyl]amino]-2-oxoethyl]phenyl phosphinic acid in place of (±)-[2-[[2,6-bis(1-methylethyl)phenyl]amino]-2-oxoethyl]phosphonic acid, ethyl ester and 1-dodecanol in place of 1-nonanol, the title compound is obtained as a sticky white solid; mp 66°-68° C. Reactants: OC1=C(C=C(C=C1)CCO)C (2-(4-Hydroxy-3-methylphenyl)ethanol), C(C1=CC=CC=C1)Cl (benzyl chloride), C([O-])([O-])=O.[K+].[K+] (potassium carbonate). The solvent is C(C)C(=O)C (methyl ethyl ketone), ClCCl (dichloromethane). Product: C(C1=CC=CC=C1)OC1=C(C=C(C=C1)CCO)C (2-(4-benzyloxy-3-methylphenyl)ethanol). Isolated yield 90.7%. Reaction SMILES: [OH:1][C:2]1[CH:7]=[CH:6][C:5]([CH2:8][CH2:9][OH:10])=[CH:4][C:3]=1[CH3:11].[CH2:12](Cl)[C:13]1[CH:18]=[CH:17][CH:16]=[CH:15][CH:14]=1.C(=O)([O-])[O-].[K+].[K+]>C(C(C)=O)C.ClCCl>[CH2:12]([O:1][C:2]1[CH:7]=[CH:6][C:5]([CH2:8][CH2:9][OH:10])=[CH:4][C:3]=1[CH3:11])[C:13]1[CH:18]=[CH:17][CH:16]=[CH:15][CH:14]=1 |f:2.3.4|. Reported procedure: 2-(4-Hydroxy-3-methylphenyl)ethanol (18 g), benzyl chloride (15.4 g) and anhydrous potassium carbonate (90 g) were stirred under reflux in methyl ethyl ketone (500 ml) for 20 hours. The reaction mixture was cooled and evaporated under reduced pressure to give an oily residue. This residue was dissolved in dichloromethane, washed with 2N sodium hydroxide (2×), washed with brine (2×), dried (MgSO4), and evaporated under reduced pressure to give an oil. This was triturated under petroleum ether (40... Reactants: C(=O)(O)[O-].[Na+] (NaHCO3), C(C)(=O)OCC (ethyl acetate), C(CC(C)O)O (1,3-butane diol), TEA, FC1=C(C(=C(C(=C1S(=O)(=O)Cl)F)F)F)F (pentafluorobenzenesulfonyl chloride). Solvent: C(Cl)Cl (CH2Cl2), hexanes, C(Cl)Cl (CH2Cl2). Conditions: time 6 hour. The product is FC1=C(C(=C(C(=C1F)F)F)F)S(=O)(=O)OCCC(C)O (3-Hydroxybutyl 2,3,4,5,6-pentafluorobenzenesulfonate). Yield: 40.6%. As a reaction SMILES: [CH2:1]([OH:6])[CH2:2][CH:3]([OH:5])[CH3:4].[F:7][C:8]1[C:13]([S:14](Cl)(=[O:16])=[O:15])=[C:12]([F:18])[C:11]([F:19])=[C:10]([F:20])[C:9]=1[F:21].C([O-])(O)=O.[Na+].C(OCC)(=O)C>C(Cl)Cl>[F:7][C:8]1[C:9]([F:21])=[C:10]([F:20])[C:11]([F:19])=[C:12]([F:18])[C:13]=1[S:14]([O:6][CH2:1][CH2:2][CH:3]([OH:5])[CH3:4])(=[O:16])=[O:15] |f:2.3|. Procedure: To a solution of 1,3-butane diol (0.9 g, 10 mmol) and TEA (0.61 g, 6 mmol) in CH2Cl2 (4 mL) at 0° C. was added pentafluorobenzenesulfonyl chloride (0.53 g, 2 mmol) dissolved in CH2Cl2 (4 mL). The solution was stirred for 6 h over which time the solution slowly warmed to rt. Saturated aqueous NaHCO3 (25 mL) was added to the solution and the mixture was stirred at rt for 30 min. The organics were extracted with CH2Cl2 (50 mL) and washed with 0.5 M HCl (3×20 mL), saturated aqueous NaHCO3 (1×20 mL) ... Reactants: CC(=O)O, CCc1[nH]n(C2CCCC2)c2nc(S(C)(=O)=O)nc(=O)c1-2, O, c1c[nH]cn1. Product: CCc1[nH]n(C2CCCC2)c2nc(-n3ccnc3)nc(=O)c1-2. Reaction SMILES: [CH3:28][C:29](=[O:30])[OH:31].[CH:1]1([n:6]2[nH:7][c:8]([CH2:20][CH3:21])[c:9]3[c:14](=[O:15])[n:13][c:12]([S:16]([CH3:17])(=[O:18])=[O:19])[n:11][c:10]2-3)[CH2:2][CH2:3][CH2:4][CH2:5]1.[OH2:27].[nH:22]1[cH:23][n:24][cH:25][cH:26]1>>[CH:1]1([n:6]2[nH:7][c:8]([CH2:20][CH3:21])[c:9]3[c:14](=[O:15])[n:13][c:12](-[n:22]4[cH:23][n:24][cH:25][cH:26]4)[n:11][c:10]2-3)[CH2:2][CH2:3][CH2:4][CH2:5]1. Starting materials: CCCCCC(=O)Nc1ncc(OCCSC)cn1, C[O-], CO, [Na+]. The product is CSCCOc1cnc(N)nc1. Reaction SMILES: [CH3:1][S:2][CH2:3][CH2:4][O:5][c:6]1[cH:7][n:8][c:9]([NH:12][C:13](=[O:14])[CH2:15][CH2:16][CH2:17][CH2:18][CH3:19])[n:10][cH:11]1.[CH3:20][O-:21].[CH3:23][OH:24].[Na+:22]>>[CH3:1][S:2][CH2:3][CH2:4][O:5][c:6]1[cH:7][n:8][c:9]([NH2:12])[n:10][cH:11]1.